Dataset: the Open Reaction Database (ORD), a public repository of structured organic reaction records. Task: describe an organic reaction: reactants, conditions, products, and yield Reaction SMILES: [Br:10][c:11]1[c:12]([CH3:33])[cH:13][c:14]([C:16]2=[N:17][O:18][C:19]([C:21]([F:22])([F:23])[F:24])([c:25]3[cH:26][c:27]([Cl:32])[cH:28][c:29]([Cl:31])[cH:30]3)[CH2:20]2)[s:15]1.[CH2:40]1[O:41][CH2:42][CH2:43][CH2:44]1.[K+:34].[K+:35].[O-:36][C:37]([O-:38])=[O:39].[OH2:45].[cH:46]1[cH:47][cH:48][c:49]([P:50]([Pd:51]([P:52]([c:53]2[cH:54][cH:55][cH:56][cH:57][cH:58]2)([c:59]2[cH:60][cH:61][cH:62][cH:63][cH:64]2)[c:65]2[cH:66][cH:67][cH:68][cH:69][cH:70]2)([P:71]([c:72]2[cH:73][cH:74][cH:75][cH:76][cH:77]2)([c:78]2[cH:79][cH:80][cH:81][cH:82][cH:83]2)[c:84]2[cH:85][cH:86][cH:87][cH:88][cH:89]2)[P:90]([c:91]2[cH:92][cH:93][cH:94][cH:95][cH:96]2)([c:97]2[cH:98][cH:99][cH:100][cH:101][cH:102]2)[c:103]2[cH:104][cH:105][cH:106][cH:107][cH:108]2)([c:109]2[cH:110][cH:111][cH:112][cH:113][cH:114]2)[c:115]2[cH:116][cH:117][cH:118][cH:119][cH:120]2)[cH:121][cH:122]1.[n:1]1[cH:2][cH:3][c:4]([B:7]([OH:8])[OH:9])[cH:5][cH:6]1>>[n:1]1[cH:2][cH:3][c:4](-[c:11]2[c:12]([CH3:33])[cH:13][c:14]([C:16]3=[N:17][O:18][C:19]([C:21]([F:22])([F:23])[F:24])([c:25]4[cH:26][c:27]([Cl:32])[cH:28][c:29]([Cl:31])[cH:30]4)[CH2:20]3)[s:15]2)[cH:5][cH:6]1. The product is Cc1cc(C2=NOC(c3cc(Cl)cc(Cl)c3)(C(F)(F)F)C2)sc1-c1ccncc1. The reactants are Cc1cc(C2=NOC(c3cc(Cl)cc(Cl)c3)(C(F)(F)F)C2)sc1Br, C1CCOC1, [K+], [K+], O=C([O-])[O-], O, c1ccc(P(c2ccccc2)(c2ccccc2)[Pd](P(c2ccccc2)(c2ccccc2)c2ccccc2)(P(c2ccccc2)(c2ccccc2)c2ccccc2)P(c2ccccc2)(c2ccccc2)c2ccccc2)cc1, OB(O)c1ccncc1. The reactants are C(#N)C1(CC1)NC(=O)[C@H]1[C@@H](C[C@@H](C1)S(=O)(=O)C1=C(C=C(C=C1)F)C(F)(F)F)C(=O)N1CC(C1)(F)F ((1R,2R,4R)-2-(3,3-Difluoro-azetidine-1-carbonyl)-4-(4-fluoro-2-trifluoromethyl-benzenesulfonyl)-cyclopentanecarboxylic acid (1-cyano-cyclopropyl)-amide), Cl.FC1(CNCC1)F (3,3-difluoropyrrolidine hydrochloride). The product is C(#N)C1(CC1)NC(=O)C1C(CC(C1)S(=O)(=O)C1=C(C=C(C=C1)N1CC(CC1)(F)F)C(F)(F)F)C(=O)N1CC(C1)(F)F (2-(3,3-Difluoro-azetidine-1-carbonyl)-4-[4-(3,3-difluoro-pyrrolidin-1-yl)-2-trifluoromethyl-benzenesulfonyl]-cyclopentanecarboxylic acid (1-cyano-cyclopropyl)-amide). Reaction SMILES: [C:1]([C:3]1([NH:6][C:7]([C@@H:9]2[CH2:13][C@@H:12]([S:14]([C:17]3[CH:22]=[CH:21][C:20](F)=[CH:19][C:18]=3[C:24]([F:27])([F:26])[F:25])(=[O:16])=[O:15])[CH2:11][C@H:10]2[C:28]([N:30]2[CH2:33][C:32]([F:35])([F:34])[CH2:31]2)=[O:29])=[O:8])[CH2:5][CH2:4]1)#[N:2].Cl.[F:37][C:38]1([F:43])[CH2:42][CH2:41][NH:40][CH2:39]1>>[C:1]([C:3]1([NH:6][C:7]([CH:9]2[CH2:13][CH:12]([S:14]([C:17]3[CH:22]=[CH:21][C:20]([N:40]4[CH2:41][CH2:42][C:38]([F:43])([F:37])[CH2:39]4)=[CH:19][C:18]=3[C:24]([F:25])([F:26])[F:27])(=[O:15])=[O:16])[CH2:11][CH:10]2[C:28]([N:30]2[CH2:33][C:32]([F:35])([F:34])[CH2:31]2)=[O:29])=[O:8])[CH2:5][CH2:4]1)#[N:2] |f:1.2|. Procedure details: The title compound was prepared in analogy to Example 127 using (1R,2R,4R)-2-(3,3-Difluoro-azetidine-1-carbonyl)-4-(4-fluoro-2-trifluoromethyl-benzenesulfonyl)-cyclopentanecarboxylic acid (1-cyano-cyclopropyl)-amide (Example 118) and 3,3-difluoropyrrolidine hydrochloride. Off-white solid. MS (EI): 611.2 (M+H)+.